This data is from the Open Reaction Database (ORD), a public repository of structured organic reaction records. The task is: describe an organic reaction: reactants, conditions, products, and yield The reactants are CNC1=CC(=NC(=N1)N1CCCC1)NS(=O)(=O)C1=CC=C(C=C1)NC(C)=O (N-[4-(6-methylamino-2-pyrrolidin-1-yl-pyrimidin-4-ylsulfamoyl)-phenyl]-acetamide). Run in [OH-].[Na+] (sodium hydroxide). Yields the product NC1=CC=C(C=C1)S(=O)(=O)NC1=NC(=NC(=C1)NC)N1CCCC1 (4-amino-N-(6-methylamino-2-pyrrolidin-1-yl-pyrimidin-4-yl)-benzenesulfonamide). Isolated yield 30.6%. As a reaction SMILES: [CH3:1][NH:2][C:3]1[N:8]=[C:7]([N:9]2[CH2:13][CH2:12][CH2:11][CH2:10]2)[N:6]=[C:5]([NH:14][S:15]([C:18]2[CH:23]=[CH:22][C:21]([NH:24]C(=O)C)=[CH:20][CH:19]=2)(=[O:17])=[O:16])[CH:4]=1>[OH-].[Na+]>[NH2:24][C:21]1[CH:22]=[CH:23][C:18]([S:15]([NH:14][C:5]2[CH:4]=[C:3]([NH:2][CH3:1])[N:8]=[C:7]([N:9]3[CH2:13][CH2:12][CH2:11][CH2:10]3)[N:6]=2)(=[O:16])=[O:17])=[CH:19][CH:20]=1 |f:1.2|. Procedure details: 0.30 g (0.00077 mol) of N-[4-(6-methylamino-2-pyrrolidin-1-yl-pyrimidin-4-ylsulfamoyl)-phenyl]-acetamide was boiled at reflux in 30 ml of 1N aqueous sodium hydroxide for 3 hours. The mixture was cooled and extracted with ethyl acetate. Crystals then separated from the aqueous phase and, after suction filtration, were chromatographed over silica gel with ethyl acetate/ethanol 9:1 as the eluent. There was obtained 0.082 g (30%) of 4-amino-N-(6-methylamino-2-pyrrolidin-1-yl-pyrimidin-4-yl)-benzenes... Reactants: BrC1=CC2=C(C(=C(O2)C(=O)O)C)C=C1 (6-bromo-3-methylbenzofuran-2-carboxylic acid), CO (MeOH), O=S(Cl)Cl (SOCl2). Yields the product BrC1=CC2=C(C(=C(O2)C(=O)OC)C)C=C1 (methyl 6-bromo-3-methylbenzofuran-2-carboxylate). Reaction SMILES: [Br:1][C:2]1[CH:14]=[CH:13][C:5]2[C:6]([CH3:12])=[C:7]([C:9]([OH:11])=[O:10])[O:8][C:4]=2[CH:3]=1.O=S(Cl)Cl.[CH3:19]O>>[Br:1][C:2]1[CH:14]=[CH:13][C:5]2[C:6]([CH3:12])=[C:7]([C:9]([O:11][CH3:19])=[O:10])[O:8][C:4]=2[CH:3]=1. Procedure details: To a suspension of 6-bromo-3-methylbenzofuran-2-carboxylic acid (5 g, 19.6 mmol) in 196 mL of MeOH was added SOCl2 (2.9 mL, 39.2 mmol). After the mixture was heated to reflux for 1 hr, the reaction solution became clear, and the color changed to green. The mixture was concentrated to remove part of solvent, and the color of the solution changed to yellow. After cooling to room temperature a white PPT formed, and the suspension was filtered, and the solid was washed with small amounts of EtOAc. T... The reactants are FC1=CC(=C(C=C1)C1=CC=2NC(N(C(C2S1)=O)C1CCN(CC1)C(=O)OC(C)(C)C)=O)OC (tert-butyl 4-[6-(4-fluoro-2-methoxyphenyl)-2,4-dioxo-1,4-dihydrothieno[3,2-d]pyrimidin-3(2H)-yl]piperidine-1-carboxylate), ClCC1=NC(=NO1)COC (5-(chloromethyl)-3-(methoxymethyl)-1,2,4-oxadiazole), C([O-])([O-])=O.[K+].[K+] (potassium carbonate). The solvent is CN(C)C=O (DMF). Conditions: temperature 100 celsius, time 2 hour. The product is FC1=CC(=C(C=C1)C1=CC=2N(C(N(C(C2S1)=O)C1CCN(CC1)C(=O)OC(C)(C)C)=O)CC1=NC(=NO1)COC)OC (tert-butyl 4-[6-(4-fluoro-2-methoxyphenyl)-1-{[3-(methoxymethyl)-1,2,4-oxadiazol-5-yl]methyl}-2,4-dioxo-1,4-dihydrothieno[3,2-d]pyrimidin-3(2H)-yl]piperidine-1-carboxylate). Reaction SMILES: [F:1][C:2]1[CH:7]=[CH:6][C:5]([C:8]2[S:16][C:15]3[C:14](=[O:17])[N:13]([CH:18]4[CH2:23][CH2:22][N:21]([C:24]([O:26][C:27]([CH3:30])([CH3:29])[CH3:28])=[O:25])[CH2:20][CH2:19]4)[C:12](=[O:31])[NH:11][C:10]=3[CH:9]=2)=[C:4]([O:32][CH3:33])[CH:3]=1.Cl[CH2:35][C:36]1[O:40][N:39]=[C:38]([CH2:41][O:42][CH3:43])[N:37]=1.C(=O)([O-])[O-].[K+].[K+]>CN(C=O)C>[F:1][C:2]1[CH:7]=[CH:6][C:5]([C:8]2[S:16][C:15]3[C:14](=[O:17])[N:13]([CH:18]4[CH2:23][CH2:22][N:21]([C:24]([O:26][C:27]([CH3:28])([CH3:29])[CH3:30])=[O:25])[CH2:20][CH2:19]4)[C:12](=[O:31])[N:11]([CH2:35][C:36]4[O:40][N:39]=[C:38]([CH2:41][O:42][CH3:43])[N:37]=4)[C:10]=3[CH:9]=2)=[C:4]([O:32][CH3:33])[CH:3]=1 |f:2.3.4|. Procedure: To a solution of tert-butyl 4-[6-(4-fluoro-2-methoxyphenyl)-2,4-dioxo-1,4-dihydrothieno[3,2-d]pyrimidin-3(2H)-yl]piperidine-1-carboxylate (1.0 g, compound B63) and 5-(chloromethyl)-3-(methoxymethyl)-1,2,4-oxadiazole (342 mg) in dry DMF (20 ml) is added potassium carbonate (291 mg). The mixture is stirred for 2 h at 100° C. and subsequently poured into ice-cold water. After stirring for 5 min the resulting precipitate is filtered off and dried in vacuo. The residue is purified by flash column chr... Starting materials: C(C)OC(C=O)C1=CC=CC=C1 (2-ethoxy-2-phenylethanal), COC(C=O)C1=CC=CC=C1 (2-methoxy-2-phenylethanal). The product is COC(CO)(CO)C1=CC=CC=C1 (2-methoxy-2-phenyl-1,3-propanediol). Reaction SMILES: [CH2:1]([O:3][CH:4]([C:7]1[CH:12]=[CH:11][CH:10]=[CH:9][CH:8]=1)[CH:5]=[O:6])C.[CH3:13][O:14]C(C1C=CC=CC=1)C=O>>[CH3:1][O:3][C:4]([C:7]1[CH:12]=[CH:11][CH:10]=[CH:9][CH:8]=1)([CH2:13][OH:14])[CH2:5][OH:6]. Procedure details: The procedure in Example 6 was repeated except that 2-ethoxy-2-phenylethanal was replaced with 2-methoxy-2-phenylethanal, to obtain 2-methoxy-2-phenyl-1,3-propanediol. Reactants: C1CCOC1 (THF), C[N+]1(CCOCC1)[O-] (N-methylmorpholine N-oxide), C=C(C)C1=CC=CC=C1 (prop-1-en-2-ylbenzene), CCOC(=O)C (EtOAc). The reagents and catalysts are [Os](=O)(=O)(=O)=O (osmium tetroxide). Solvent: O (H2O), petroleum ether, O (water). Reaction conditions: time 2 hour. Product: C1(=CC=CC=C1)C(CO)(C)O (2-phenylpropane-1,2-diol). Reaction SMILES: C1C[O:4][CH2:3]C1.C[N+]1([O-])[CH2:12][CH2:11][O:10]CC1.CCOC(C)=O.C=C([C:23]1[CH:28]=[CH:27][CH:26]=[CH:25][CH:24]=1)C>O.[Os](=O)(=O)(=O)=O>[C:23]1([C:11]([OH:10])([CH3:12])[CH2:3][OH:4])[CH:28]=[CH:27][CH:26]=[CH:25][CH:24]=1. Procedure details: To a solution of in prop-1-en-2-ylbenzene (commercially available from Sigma-Aldrich, Milwaukee, Wis.) (2 g, 16.9 mmol) in a THF (20 mL): H2O (10 mL) mixture were added N-methylmorpholine N-oxide (1.98 g, 16.9 mmol) and osmium tetroxide (429.90 mg, 1.6 mmol) at 0° C. The resulting reaction mixture was stirred for 2 hours at ambient temperature. After completion of reaction (monitored by TLC (TLC eluent: 30% EtOAc in petroleum ether)), the reaction mixture was diluted with water and extracted wit... Reactants: CC1=C(C=CC=C1)N1C=CC=2C(=NC=3C(=CC=CC3C21)OCC(C(F)(F)F)(F)F)Cl (1-(2-Methylphenyl)-4-chloro-6-β,β,γ,γ,γ-pentafluoropropyloxypyrrolo[3,2-c]quinoline). Run in C(O)CN (ethanolamine), O (water). Reaction conditions: temperature 180 celsius, time 15 hour. Product: CC1=C(C=CC=C1)N1C=CC=2C(=NC=3C(=CC=CC3C21)OCC(C(F)(F)F)(F)F)NCCO (1-(2-methylphenyl)-4-[(2-hydroxyethyl)amino]-6-β,β,γ,γ,γ-pentafluoropropyloxypyrrolo[3,2-c]quinoline). Isolated yield 171.9%. Reaction SMILES: [CH3:1][C:2]1[CH:7]=[CH:6][CH:5]=[CH:4][C:3]=1[N:8]1[C:20]2[C:19]3[CH:18]=[CH:17][CH:16]=[C:15]([O:21][CH2:22][C:23]([F:29])([F:28])[C:24]([F:27])([F:26])[F:25])[C:14]=3[N:13]=[C:12](Cl)[C:11]=2[CH:10]=[CH:9]1>C(CN)O.O>[CH3:1][C:2]1[CH:7]=[CH:6][CH:5]=[CH:4][C:3]=1[N:8]1[C:20]2[C:19]3[CH:18]=[CH:17][CH:16]=[C:15]([O:21][CH2:22][C:23]([F:29])([F:28])[C:24]([F:27])([F:26])[F:25])[C:14]=3[N:13]=[C:12]([NH:13][CH2:14][CH2:15][OH:21])[C:11]=2[CH:10]=[CH:9]1. Procedure details: 1-(2-Methylphenyl)-4-chloro-6-β,β,γ,γ,γ-pentafluoropropyloxypyrrolo[3,2-c]quinoline(600 mg, 1.4 mmol) was dissolved in ethanolamine(5.0 ml), then stirred at 180° C. for 15 hours in the pressure tube. The reaction mixture was dissolved in water, extracted with dichloromethane, and the organic layer was washed with water for 3 times. The organic layer was dried over anhydrous magnesium sulfate, filtered, and concentrated under reduced pressure. The residue was purified by silica gel column chromat...